Dataset: the Open Reaction Database (ORD), a public repository of structured organic reaction records. Task: describe an organic reaction: reactants, conditions, products, and yield As a reaction SMILES: Br[C:2]1[C:3]2[C:8]([C:9]([C:16]3[CH:25]=[CH:24][C:23]4[C:18](=[CH:19][CH:20]=[CH:21][CH:22]=4)[CH:17]=3)=[C:10]3[C:15]=1[CH:14]=[CH:13][CH:12]=[CH:11]3)=[CH:7][CH:6]=[CH:5][CH:4]=2.[C:26]1(B(O)O)[CH:31]=[CH:30][C:29](B(O)O)=[CH:28][CH:27]=1>>[CH:19]1[C:20]2=[C:21]3[C:12](=[CH:13][CH:14]=[C:15]2[C:2]([C:3]2[CH:4]=[CH:5][C:6]([C:27]4[C:28]5=[CH:12][CH:11]=[C:10]6[C:15]([CH:2]=[C:3]7[C:8]([CH:7]=[CH:6][CH:5]=[CH:4]7)=[CH:9]6)=[C:29]5[CH:30]=[CH:31][CH:26]=4)=[CH:7][CH:8]=2)=[CH:17][CH:18]=1)[CH:11]=[C:10]1[C:23]([CH:24]=[CH:25][CH:16]=[CH:9]1)=[CH:22]3. Starting materials: BrC=1C2=CC=CC=C2C(=C2C=CC=CC12)C1=CC2=CC=CC=C2C=C1 (9-Bromo-10-(2-naphthyl)anthracene), C1(=CC=C(C=C1)B(O)O)B(O)O (benzene-1,4-diboronic acid). Yields the product C1=CC=C(C=2C1=C1C=C3C=CC=CC3=CC1=CC2)C2=CC=C(C=C2)C2=CC=CC=1C2=CC=C2C=C3C=CC=CC3=CC12 (1,4-bis(benz[a]anthracen-4-yl)benzene). Procedure details: Preparation analogous to Example 7. 9-Bromo-10-(2-naphthyl)anthracene is replaced by 4.1 g (25 mmol) of benzene-1,4-diboronic acid. Recrystallisation five times from o-dichlorobenzene (about 20 ml/g); sublimation (p=5×10−5 mbar, T=400° C.). Yield: 11.1 g (21 mmol), 84.0%, purity 99.9% (HPLC). Reactants: C1COCCO1, CC(C)CC1CN(S(=O)(=O)c2cc3cc(Cl)ccc3n2S(=O)(=O)c2ccccc2)CCN1. Yields the product CC(C)CC1CN(S(=O)(=O)c2cc3cc(Cl)ccc3[nH]2)CCN1. RXN SMILES: [CH2:33]1[O:34][CH2:35][CH2:36][O:37][CH2:38]1.[Cl:1][c:2]1[cH:3][c:4]2[cH:5][c:6]([S:20](=[O:21])(=[O:22])[N:23]3[CH2:24][CH:25]([CH2:29][CH:30]([CH3:31])[CH3:32])[NH:26][CH2:27][CH2:28]3)[n:7]([S:11]([c:12]3[cH:13][cH:14][cH:15][cH:16][cH:17]3)(=[O:18])=[O:19])[c:8]2[cH:9][cH:10]1>>[Cl:1][c:2]1[cH:3][c:4]2[cH:5][c:6]([S:20](=[O:21])(=[O:22])[N:23]3[CH2:24][CH:25]([CH2:29][CH:30]([CH3:31])[CH3:32])[NH:26][CH2:27][CH2:28]3)[nH:7][c:8]2[cH:9][cH:10]1. Starting materials: ClCCCBr, CCC(Cl)Br, O=C([O-])[O-], CC(C)=O, [K+], [K+], N#Cc1ccc(S)cc1. The product is N#Cc1ccc(SCCCCl)cc1. As a reaction SMILES: [Br:16][CH2:17][CH2:18][CH2:19][Cl:20].[Br:21][CH:22]([Cl:23])[CH2:24][CH3:25].[C:10](=[O:11])([O-:12])[O-:13].[CH3:26][C:27](=[O:28])[CH3:29].[K+:14].[K+:15].[SH:1][c:2]1[cH:3][cH:4][c:5]([C:6]#[N:7])[cH:8][cH:9]1>>[S:1]([c:2]1[cH:3][cH:4][c:5]([C:6]#[N:7])[cH:8][cH:9]1)[CH2:17][CH2:18][CH2:19][Cl:20].